This data is from the Open Reaction Database (ORD), a public repository of structured organic reaction records. The task is: describe an organic reaction: reactants, conditions, products, and yield The reactants are N1N=CN=C1S (1H-1,2,4-triazol-5-thiol), [H-].[Na+] (sodium hydride), F[B-](F)(F)F.NC1=CC(=C(C(=O)N[C@@H]2[C@@H](CN(CC2)CC[N+]2=C(C=C(C=C2C2=CC=CC=C2)C2=CC=CC=C2)C2=CC=CC=C2)OC)C=C1Cl)OC (cis-1-[2-[4-[(4-amino-5-chloro-2-methoxybenzoyl)amino]-3-methoxy-1-piperidinyl]ethyl]-2,4,6-triphenylpyridinium tetrafluoroborate). Solvent: CC1=CC=CC=C1 (methylbenzene), CC1=CC=CC=C1 (methylbenzene). Reaction conditions: time 3 hour. Yields the product O.NC1=CC(=C(C(=O)N[C@@H]2[C@@H](CN(CC2)CCSC2=NC=NN2)OC)C=C1Cl)OC (cis-4-amino-5-chloro-2-methoxy-N-[3-methoxy-1-[2-(1H-1,2,4-triazol-5-ylthio)ethyl]-4-piperidinyl]benzamide monohydrate). Isolated yield 33.0%. RXN SMILES: [NH:1]1[C:5]([SH:6])=[N:4][CH:3]=[N:2]1.[H-].[Na+].F[B-](F)(F)F.[NH2:14][C:15]1[C:57]([Cl:58])=[CH:56][C:18]([C:19]([NH:21][C@H:22]2[CH2:27][CH2:26][N:25]([CH2:28][CH2:29][N+]3C(C4C=CC=CC=4)=CC(C4C=CC=CC=4)=CC=3C3C=CC=CC=3)[CH2:24][C@H:23]2[O:54][CH3:55])=[O:20])=[C:17]([O:59][CH3:60])[CH:16]=1>CC1C=CC=CC=1>[OH2:20].[NH2:14][C:15]1[C:57]([Cl:58])=[CH:56][C:18]([C:19]([NH:21][C@H:22]2[CH2:27][CH2:26][N:25]([CH2:28][CH2:29][S:6][C:5]3[NH:1][N:2]=[CH:3][N:4]=3)[CH2:24][C@H:23]2[O:54][CH3:55])=[O:20])=[C:17]([O:59][CH3:60])[CH:16]=1 |f:1.2,3.4,6.7|. Reported procedure: A mixture of 2.16 parts of 1H-1,2,4-triazol-5-thiol, 1.03 parts of a sodium hydride dispersion 50% and 18 parts of methylbenzene was stirred for 3 hours at room temperature. A solution of 6.3 parts of cis-1-[2-[4-[(4-amino-5-chloro-2-methoxybenzoyl)amino]-3-methoxy-1-piperidinyl]ethyl]-2,4,6-triphenylpyridinium tetrafluoroborate in 9 parts of methylbenzene was added and stirring was continued first for 4 hours at reflux temperature and then over weekend at room temperature. The whole was extract... Starting materials: solution, [OH-].[Na+] (sodium hydroxide), COC=1C=C2C(=CC=NC2=CC1OC)OC1=CC=C(C=C1)NC(COC1=C(C=CC=C1)O)=O (N1-{4-[(6,7-Dimethoxy-4-quinolyl)oxy]phenyl}-2-(2-hydroxyphenoxy)acetamide), Cl (hydrochloric acid). Solvent: O1CCCC1 (tetrahydrofuran), O1CCCC1 (tetrahydrofuran). Conditions: temperature 0 celsius. Yields the product COC=1C=C2C(=CC=NC2=CC1OC)OC1=CC=C(NCCOC2=C(C=CC=C2)O)C=C1 (2-(2-{4-[(6,7-Dimethoxy-4-quinolyl)oxy]anilino}ethoxy)phenol). Yield: 80.0%. RXN SMILES: [CH3:1][O:2][C:3]1[CH:4]=[C:5]2[C:10](=[CH:11][C:12]=1[O:13][CH3:14])[N:9]=[CH:8][CH:7]=[C:6]2[O:15][C:16]1[CH:21]=[CH:20][C:19]([NH:22][C:23](=O)[CH2:24][O:25][C:26]2[CH:31]=[CH:30][CH:29]=[CH:28][C:27]=2[OH:32])=[CH:18][CH:17]=1.Cl.[OH-].[Na+]>O1CCCC1>[CH3:1][O:2][C:3]1[CH:4]=[C:5]2[C:10](=[CH:11][C:12]=1[O:13][CH3:14])[N:9]=[CH:8][CH:7]=[C:6]2[O:15][C:16]1[CH:17]=[CH:18][C:19]([NH:22][CH2:23][CH2:24][O:25][C:26]2[CH:31]=[CH:30][CH:29]=[CH:28][C:27]=2[OH:32])=[CH:20][CH:21]=1 |f:2.3|. Reported procedure: N1-{4-[(6,7-Dimethoxy-4-quinolyl)oxy]phenyl}-2-(2-hydroxyphenoxy)acetamide (200 mg) was dissolved in tetrahydrofuran (10 ml) to prepare a solution. A 1 M solution (1.3 ml) of a borane-tetrahydrofuran complex in tetrahydrofuran was then added to the solution, and the mixture was stirred with heating under reflux for 2 hr. The reaction solution was cooled to 0° C. and was adjusted to pH=1 by the addition of 1 N hydrochloric acid, followed by stirring with heating under reflux for 30 min. The react... Reaction SMILES: [F:1][C:2]1[CH:7]=[CH:6][C:5]([CH2:8][C:9]2[CH:18]=[C:17]3[C:12]([C:13]([OH:30])=[C:14]([C:25](OCC)=[O:26])[C:15](=[O:24])[N:16]3[CH2:19][C:20]([F:23])([F:22])[F:21])=[N:11][CH:10]=2)=[CH:4][CH:3]=1.[NH2:31][C@H:32]([CH3:35])[CH2:33][OH:34]>>[F:1][C:2]1[CH:7]=[CH:6][C:5]([CH2:8][C:9]2[CH:18]=[C:17]3[C:12]([C:13]([OH:30])=[C:14]([C:25]([NH:31][C@H:32]([CH3:35])[CH2:33][OH:34])=[O:26])[C:15](=[O:24])[N:16]3[CH2:19][C:20]([F:23])([F:22])[F:21])=[N:11][CH:10]=2)=[CH:4][CH:3]=1. The product is FC1=CC=C(C=C1)CC1=CN=C2C(=C(C(N(C2=C1)CC(F)(F)F)=O)C(=O)N[C@@H](CO)C)O (7-[(4-fluorophenyl)methyl]-4-hydroxy-N-[(1R)-2-hydroxy-1-methylethyl]-2-oxo-1-(2,2,2-trifluoroethyl)-1,2-dihydro-1,5-naphthyridine-3-carboxamide). Procedure: In a manner similar to that described in example 571, from from ethyl 7-[(4-fluorophenyl)methyl]-4-hydroxy-2-oxo-1-(2,2,2-trifluoroethyl)-1,2-dihydro-1,5-naphthyridine-3-carboxylate (38 mg, 0.089 mmol) and (2R)-2-amino-1-propanol (0.05 mL) was prepared 7-[(4-fluorophenyl)methyl]-4-hydroxy-N-[(1R)-2-hydroxy-1-methylethyl]-2-oxo-1-(2,2,2-trifluoroethyl)-1,2-dihydro-1,5-naphthyridine-3-carboxamide (40 mg, 95% yield) as a white solid. Analytical data was identical to example 571. Isolated yield 95.0%. Reactants: FC1=CC=C(C=C1)CC1=CN=C2C(=C(C(N(C2=C1)CC(F)(F)F)=O)C(=O)OCC)O (ethyl 7-[(4-fluorophenyl)methyl]-4-hydroxy-2-oxo-1-(2,2,2-trifluoroethyl)-1,2-dihydro-1,5-naphthyridine-3-carboxylate), N[C@@H](CO)C ((2R)-2-amino-1-propanol).